From a dataset of the Open Reaction Database (ORD), a public repository of structured organic reaction records. describe an organic reaction: reactants, conditions, products, and yield Reactants: O=C1CC(C(=O)N2CCCCC2CN2CCCC2)c2cc(Cl)c(Cl)cc21, O=C1CC(C(=O)N2CCCCC2CN2CCCC2)c2cc(Cl)c(Cl)cc21. The product is O=C1CC(C(=O)N2CCCCC2CN2CCCC2)c2cc(Cl)c(Cl)cc21, Cl. Reaction SMILES: [Cl:1][c:2]1[cH:3][c:4]2[c:5]([cH:6][c:7]1[Cl:8])[CH:9]([C:10]([N:11]1[CH2:12][CH2:13][CH2:14][CH2:15][CH:16]1[CH2:17][N:18]1[CH2:19][CH2:20][CH2:21][CH2:22]1)=[O:23])[CH2:24][C:25]2=[O:26].[Cl:27][c:28]1[cH:29][c:30]2[c:34]([cH:35][c:36]1[Cl:37])[CH:33]([C:38](=[O:39])[N:40]1[CH:41]([CH2:46][N:47]3[CH2:48][CH2:49][CH2:50][CH2:51]3)[CH2:42][CH2:43][CH2:44][CH2:45]1)[CH2:32][C:31]2=[O:52]>>[Cl:27][c:28]1[cH:29][c:30]2[c:34]([cH:35][c:36]1[Cl:37])[CH:33]([C:38](=[O:39])[N:40]1[CH:41]([CH2:46][N:47]3[CH2:48][CH2:49][CH2:50][CH2:51]3)[CH2:42][CH2:43][CH2:44][CH2:45]1)[CH2:32][C:31]2=[O:52].[ClH:1]. The reactants are ClCCCS(=O)(=O)NCC(CSCCCCCCCCCCCCCCCC)OC(NC)=O (3-(3-Chloropropylsulfonylamino)-1-hexadecylthio-2-methylcarbamoyloxypropan), C(CCCCCCCCCCCCCCC)SCC(CNS(=O)(=O)CCCI)OC (1-hexadecylthio-3-(3-iodopropylsulfonylamino)-2-methoxypropane). The product is C(CCCCCCCCCCCCCCC)SCC(CNS(=O)(=O)CCCI)OC(NC)=O (1-hexadecylthio-3-(3-iodopropylsulfonylamino)-2-methylcarbamoyloxypropane). Reaction SMILES: Cl[CH2:2][CH2:3][CH2:4][S:5]([NH:8][CH2:9][CH:10]([O:29][C:30](=[O:33])[NH:31][CH3:32])[CH2:11][S:12][CH2:13][CH2:14][CH2:15][CH2:16][CH2:17][CH2:18][CH2:19][CH2:20][CH2:21][CH2:22][CH2:23][CH2:24][CH2:25][CH2:26][CH2:27][CH3:28])(=[O:7])=[O:6].C(SCC(OC)CNS(CCC[I:61])(=O)=O)CCCCCCCCCCCCCCC>>[CH2:13]([S:12][CH2:11][CH:10]([O:29][C:30](=[O:33])[NH:31][CH3:32])[CH2:9][NH:8][S:5]([CH2:4][CH2:3][CH2:2][I:61])(=[O:7])=[O:6])[CH2:14][CH2:15][CH2:16][CH2:17][CH2:18][CH2:19][CH2:20][CH2:21][CH2:22][CH2:23][CH2:24][CH2:25][CH2:26][CH2:27][CH3:28]. Reported procedure: 3-(3-Chloropropylsulfonylamino)-1-hexadecylthio-2-methylcarbamoyloxypropan IIIc1 is allowed to react and worked up by the same procedure as described in (5). The summary of the experimental condition and the physical data of the prodcut are listed in the Table 8. Starting materials: CO (methanol), B(Br)(Br)Br (boron tribromide), C(=O)N1CCC2=C(C(C1)C1=CC=CC=C1)C=C(C(=C2CCC)OC)OC (3-formyl-7,8-dimethoxy-6-propyl-1-phenyl-2,3,4,5-tetrahydro-1H-3-benzazepine). Run in O (water), C(Cl)Cl (methylene chloride). Yields the product Br.OC1=C(C2=C(C(CNCC2)C2=CC=CC=C2)C=C1O)CCC (7,8-dihydroxy-6-n-propyl-1-phenyl-2,3,4,5-tetrahydro-1H-3-benzazepine hydrobromide). Reaction SMILES: B(Br)(Br)[Br:2].CO.C([N:9]1[CH2:15][CH:14]([C:16]2[CH:21]=[CH:20][CH:19]=[CH:18][CH:17]=2)[C:13]2[CH:22]=[C:23]([O:31]C)[C:24]([O:29]C)=[C:25]([CH2:26][CH2:27][CH3:28])[C:12]=2[CH2:11][CH2:10]1)=O>C(Cl)Cl.O>[BrH:2].[OH:29][C:24]1[C:23]([OH:31])=[CH:22][C:13]2[CH:14]([C:16]3[CH:21]=[CH:20][CH:19]=[CH:18][CH:17]=3)[CH2:15][NH:9][CH2:10][CH2:11][C:12]=2[C:25]=1[CH2:26][CH2:27][CH3:28] |f:5.6|. Procedure: This material (1.9 g, 0.0054 mole) in 50 ml of ethanol and 10 ml of 40% sodium hydroxide was heated at reflux for 2 hours. After stripping, the residue was taken up in methylene chloride-water. The combined organic layers were dried and evaporated to give the 7,8-dimethoxy compound which (1 g) was reacted with 1 ml of boron tribromide in dry methylene chloride for 3 hours. After stripping and cooling the residue was treated with methanol. The methanol was taken off and the residue dissolved in h... Reactants: CS(=O)c1cc(OS(=O)(=O)C(F)(F)F)nc2sc(C(N)=O)c(N)c12, C1CC2(CCN1)OCCO2, CN(C)C=O, O. The product is CS(=O)c1cc(N2CCC3(CC2)OCCO3)nc2sc(C(N)=O)c(N)c12. Reaction SMILES: [NH2:1][c:2]1[c:3]([C:22]([NH2:23])=[O:24])[s:4][c:5]2[n:6][c:7]([O:14][S:15]([C:16]([F:17])([F:18])[F:19])(=[O:20])=[O:21])[cH:8][c:9]([S:11](=[O:12])[CH3:13])[c:10]12.[O:25]1[CH2:26][CH2:27][O:28][C:29]12[CH2:30][CH2:31][NH:32][CH2:33][CH2:34]2.[O:35]=[CH:36][N:37]([CH3:38])[CH3:39].[OH2:40]>>[NH2:1][c:2]1[c:3]([C:22]([NH2:23])=[O:24])[s:4][c:5]2[n:6][c:7]([N:32]3[CH2:31][CH2:30][C:29]4([O:25][CH2:26][CH2:27][O:28]4)[CH2:34][CH2:33]3)[cH:8][c:9]([S:11](=[O:12])[CH3:13])[c:10]12. Starting materials: 4-chloro-2-methyl-2,3-dihydro-1H-indoline, Cl.CN(CCCN=C=NCC)C (N-[3-(dimethylamino)propyl]-N′-ethylcarbodiimide hydrochloride), N1=CC=CC=C1 (pyridine), N1(CCOCC1)C=1N=C(NC(C1)=O)CC(=O)[O-].[Na+] (sodium [4-(morpholin-4-yl)-6-oxo-1,6-dihydropyrimidin-2-yl]acetate), CN(C=O)C (N,N-dimethylformamide), CN(C=O)C (N,N-dimethylformamide). Conditions: time 10 minute. The product is ClC1=C2CC(N(C2=CC=C1)C(CC1=NC(=CC(N1)=O)N1CCOCC1)=O)C (2-[2-(4-chloro-2-methyl-2,3-dihydro-1H-indol-1-yl)-2-oxoethyl]-6-(morpholin-4-yl)pyrimidin-4(3H)-one). As a reaction SMILES: [ClH:1].CN(C)[CH2:4][CH2:5][CH2:6]N=C=NCC.[N:13]1[CH:18]=[CH:17][CH:16]=[CH:15][CH:14]=1.[N:19]1([C:25]2[N:26]=[C:27]([CH2:32][C:33]([O-:35])=O)[NH:28][C:29](=[O:31])[CH:30]=2)[CH2:24][CH2:23][O:22][CH2:21][CH2:20]1.[Na+].[CH3:37]N(C)C=O>>[Cl:1][C:4]1[CH:5]=[CH:6][CH:37]=[C:18]2[C:17]=1[CH2:16][CH:15]([CH3:14])[N:13]2[C:33](=[O:35])[CH2:32][C:27]1[NH:28][C:29](=[O:31])[CH:30]=[C:25]([N:19]2[CH2:20][CH2:21][O:22][CH2:23][CH2:24]2)[N:26]=1 |f:0.1,3.4|. Procedure: 549 mg of N-[3-(dimethylamino)propyl]-N′-ethylcarbodiimide hydrochloride and 350 μl of pyridine are added to a solution of 564 mg of sodium [4-(morpholin-4-yl)-6-oxo-1,6-dihydropyrimidin-2-yl]acetate in 5 ml of N,N-dimethylformamide. The resulting suspension is stirred at ambient temperature for 10 minutes, and then a solution of 398 mg of 4-chloro-2-methyl-2,3-dihydro-1H-indoline [which can be prepared according to U.S. Pat. No. 4,416,884 (1983)] in 9 ml of N,N-dimethylformamide is rapidly adde... Starting materials: ClC1=CC=C(C=C1)S(=O)(=O)NCCCCC(CCC(=O)OC)CCOC=1C=NC=CC1 (methyl 8-(p-chlorophenylsulfonamido)-4-[2-(3-pyridyloxy)ethyl]-octanoate), [OH-].[Na+] (sodium hydroxide). The solvent is O1CCOCC1 (dioxane). Reaction conditions: time 60 hour. The product is ClC1=CC=C(C=C1)S(=O)(=O)NCCCCC(CCC(=O)O)CCOC=1C=NC=CC1 (8-(p-chlorophenylsulfonamido)-4-[2-(3-pyridyloxy)ethyl]-octanoic acid). As a reaction SMILES: [Cl:1][C:2]1[CH:7]=[CH:6][C:5]([S:8]([NH:11][CH2:12][CH2:13][CH2:14][CH2:15][CH:16]([CH2:23][CH2:24][O:25][C:26]2[CH:27]=[N:28][CH:29]=[CH:30][CH:31]=2)[CH2:17][CH2:18][C:19]([O:21]C)=[O:20])(=[O:10])=[O:9])=[CH:4][CH:3]=1.[OH-].[Na+]>O1CCOCC1>[Cl:1][C:2]1[CH:3]=[CH:4][C:5]([S:8]([NH:11][CH2:12][CH2:13][CH2:14][CH2:15][CH:16]([CH2:23][CH2:24][O:25][C:26]2[CH:27]=[N:28][CH:29]=[CH:30][CH:31]=2)[CH2:17][CH2:18][C:19]([OH:21])=[O:20])(=[O:10])=[O:9])=[CH:6][CH:7]=1 |f:1.2|. Reported procedure: To a solution of 0.815 g of methyl 8-(p-chlorophenylsulfonamido)-4-[2-(3-pyridyloxy)ethyl]-octanoate in 13 ml dioxane is added 3.5 ml of 1N aqueous sodium hydroxide. The solution is stirred at room temperature for 60 h and then the solvent is evaporated. The residue is dissolved in water, the solution is adjusted to pH=6.5 and extracted with methylene chloride (3×20 ml). The combined organic extracts are dried, filtered and evaporated to yield an oil which is crystallized from ether to obtain 8-... The reactants are OC(=O)C(F)(F)F.N1CC(C1)NC(CNC1=NN(C2=CC=C(C=C12)C(F)(F)F)C)=O (N-Azetidin-3-yl-2-(1-methyl-5-trifluoromethyl-1H-indazol-3-ylamino)-acetamide TFA salt), OC1(CCC(CC1)=O)C1=CN=C(S1)C(C)C (4-hydroxy-4-(2-isopropyl-thiazol-5-yl)-cyclohexanone). Product: OC1(CCC(CC1)N1CC(C1)NC(CNC1=NN(C2=CC=C(C=C12)C(F)(F)F)C)=O)C1=CN=C(S1)C(C)C (N-{1-[4-Hydroxy-4-(2-isopropyl-thiazol-5-yl)-cyclohexyl]-azetidin-3-yl}-2-(1-methyl-5-trifluoromethyl-1H-indazol-3-ylamino)-acetamide). RXN SMILES: OC(C(F)(F)F)=O.[NH:8]1[CH2:11][CH:10]([NH:12][C:13](=[O:30])[CH2:14][NH:15][C:16]2[C:24]3[C:19](=[CH:20][CH:21]=[C:22]([C:25]([F:28])([F:27])[F:26])[CH:23]=3)[N:18]([CH3:29])[N:17]=2)[CH2:9]1.[OH:31][C:32]1([C:39]2[S:43][C:42]([CH:44]([CH3:46])[CH3:45])=[N:41][CH:40]=2)[CH2:37][CH2:36][C:35](=O)[CH2:34][CH2:33]1>>[OH:31][C:32]1([C:39]2[S:43][C:42]([CH:44]([CH3:46])[CH3:45])=[N:41][CH:40]=2)[CH2:33][CH2:34][CH:35]([N:8]2[CH2:9][CH:10]([NH:12][C:13](=[O:30])[CH2:14][NH:15][C:16]3[C:24]4[C:19](=[CH:20][CH:21]=[C:22]([C:25]([F:27])([F:26])[F:28])[CH:23]=4)[N:18]([CH3:29])[N:17]=3)[CH2:11]2)[CH2:36][CH2:37]1 |f:0.1|. Reported procedure: The title compound was prepared as a white solid from reaction of N-azetidin-3-yl-2-(1-methyl-5-trifluoromethyl-1H-indazol-3-ylamino)-acetamide TFA salt (as prepared in Example 18, Step D) and 4-hydroxy-4-(2-isopropyl-thiazol-5-yl)-cyclohexanone using the procedure described in Step E of Example 1. The reactants are Cl (HCl), BrCC(=O)C=1C(=CC(=C(C(=O)N2CCC(CC2)C2=CC=C(C#N)C=C2)C1)C)C1CCC1 (4-(1-(5-(2-bromoacetyl)-4-cyclobutyl-2-methylbenzoyl)piperidin-4-yl)benzonitrile), BrCC(=O)C=1C(=CC(=C(C(=O)N2CCC(CC2)C2=CC=C(C#N)C=C2)C1)C)C1CCC1 (4-(1-(5-(2-bromoacetyl)-4-cyclobutyl-2-methylbenzoyl)piperidin-4-yl)benzonitrile), Cl.FC1(CCNCC1)C1=CC=C(C#N)C=C1 (4-(4-fluoropiperidin-4-yl)benzonitrile hydrochloride salt). The product is BrCC(=O)C=1C(=CC(=C(C(=O)N2CCC(CC2)(F)C2=CC=C(C#N)C=C2)C1)C)C1CCC1 (4-(1-(5-(2-Bromoacetyl)-4-cyclobutyl-2-methylbenzoyl)-4-fluoropiperidin-4-yl)benzonitrile). RXN SMILES: [Br:1][CH2:2][C:3]([C:5]1[C:6]([CH:28]2[CH2:31][CH2:30][CH2:29]2)=[CH:7][C:8]([CH3:27])=[C:9]([CH:26]=1)[C:10]([N:12]1[CH2:17][CH2:16][CH:15]([C:18]2[CH:25]=[CH:24][C:21]([C:22]#[N:23])=[CH:20][CH:19]=2)[CH2:14][CH2:13]1)=[O:11])=[O:4].Cl.[F:33]C1(C2C=CC(C#N)=CC=2)CCNCC1.Cl>>[Br:1][CH2:2][C:3]([C:5]1[C:6]([CH:28]2[CH2:31][CH2:30][CH2:29]2)=[CH:7][C:8]([CH3:27])=[C:9]([CH:26]=1)[C:10]([N:12]1[CH2:17][CH2:16][C:15]([C:18]2[CH:19]=[CH:20][C:21]([C:22]#[N:23])=[CH:24][CH:25]=2)([F:33])[CH2:14][CH2:13]1)=[O:11])=[O:4] |f:1.2|. Procedure: The title compound was prepared using standard chemical manipulations and procedures similar to those used for preparation of 4-(1-(5-(2-bromoacetyl)-4-cyclobutyl-2-methylbenzoyl)piperidin-4-yl)benzonitrile (compound 235.2) but using compound 11.2 HCl salt instead of compound 1.5.